Task: describe an organic reaction: reactants, conditions, products, and yield. Dataset: the Open Reaction Database (ORD), a public repository of structured organic reaction records The reactants are O[C@H]1[C@@H]2[C@H](N([C@H]([C@H]1O)CC2)[C@H](C)C2=CC=CC=C2)C(=O)OCC (Ethyl (1S,3S,4S,5S,6R)-5,6-dihydroxy-2-[(1R)-1-phenylethyl]-2-azabicyclo[2.2.2]octane-3-carboxylate), Pd(OH)2—C. Solvent: CO (methanol). Run at time 2 hour. Yields the product O[C@H]1[C@@H]2[C@H](N[C@H]([C@H]1O)CC2)C(=O)OCC (Ethyl (1S,3S,4S,5S,6R)-5,6-dihydroxy-2-azabicyclo[2.2.2]octane-3-carboxylate). RXN SMILES: [OH:1][C@@H:2]1[C@H:7]([OH:8])[C@@H:6]2[CH2:9][CH2:10][C@H:3]1[C@@H:4]([C:19]([O:21][CH2:22][CH3:23])=[O:20])[N:5]2[C@@H](C1C=CC=CC=1)C>CO>[OH:1][C@@H:2]1[C@H:7]([OH:8])[C@@H:6]2[CH2:9][CH2:10][C@H:3]1[C@@H:4]([C:19]([O:21][CH2:22][CH3:23])=[O:20])[NH:5]2. Procedure: Ethyl (1S,3S,4S,5S,6R)-5,6-dihydroxy-2-[(1R)-1-phenylethyl]-2-azabicyclo[2.2.2]octane-3-carboxylate obtained in Example 1-1 (4.2 g) was dissolved in methanol (10 mL), and 10% Pd(OH)2—C (800 mg) was added to the solution. The mixture was hydrogenated under H2 (4.0 atm) at room temperature for 2 hrs. The reactants are NC1=CC=C(C=C1)N1C2=C(NC(CC1=O)=O)C1=CC=CC=C1C=C2 (5-(4-aminophenyl)-1H-naphtho[1,2-b][1,4]diazepine-2,4(3H,5H)-dione), O=C1NC2=C(N(C(C1)=O)C1=CC=C(C(=O)O)C=C1)C=CC1=CC=CC=C12 (4-[2,4-Dioxo-3,4-dihydro-1H-naphtho[2,1-b][1,4]diazepin-5(2H)-yl]benzoic acid), BrC1=C(C2=C(OCO2)C=C1)C(=O)Cl (5-bromo-1,3-benzodioxol-4-carbonyl chloride). The product is BrC1=CC=C2C(=C1C(=O)NC1=CC=C(C=C1)N1C3=C(NC(CC1=O)=O)C1=CC=CC=C1C=C3)OCO2 (5-[4-(6-Bromo-2,3-methylenedioxybenzoylamino)phenyl]-1H-naphtho[1,2-b][1,4]diazepine-2,4(3H,5H)-dione). Yield: 64.0%. As a reaction SMILES: [NH2:1][C:2]1[CH:7]=[CH:6][C:5]([N:8]2[C:14](=[O:15])[CH2:13][C:12](=[O:16])[NH:11][C:10]3[C:17]4[C:22]([CH:23]=[CH:24][C:9]2=3)=[CH:21][CH:20]=[CH:19][CH:18]=4)=[CH:4][CH:3]=1.[Br:25][C:26]1[CH:34]=[CH:33][C:29]2[O:30][CH2:31][O:32][C:28]=2[C:27]=1[C:35](Cl)=[O:36].O=C1CC(=O)N(C2C=CC(C(O)=O)=CC=2)C2C=CC3C(C=2N1)=CC=CC=3>>[Br:25][C:26]1[C:27]([C:35]([NH:1][C:2]2[CH:7]=[CH:6][C:5]([N:8]3[C:14](=[O:15])[CH2:13][C:12](=[O:16])[NH:11][C:10]4[C:17]5[C:22]([CH:23]=[CH:24][C:9]3=4)=[CH:21][CH:20]=[CH:19][CH:18]=5)=[CH:4][CH:3]=2)=[O:36])=[C:28]2[O:32][CH2:31][O:30][C:29]2=[CH:33][CH:34]=1. Reported procedure: By using 5-(4-aminophenyl)-1H-naphtho[1,2-b][1,4]diazepine-2,4(3H,5H)-dione obtained in Example 1, (3), and 5-bromo-1,3-benzodioxol-4-carbonyl chloride, the title compound (yield 64%) was obtained in the same manner as that of Example 1, (4). The reactants are O=C(c1c(F)cc(Br)cc1F)N1CCC(N2CCCC2)CC1, OB(O)c1cccc(OC(F)(F)F)c1. Yields the product O=C(c1c(F)cc(-c2cccc(OC(F)(F)F)c2)cc1F)N1CCC(N2CCCC2)CC1. Reaction SMILES: [Br:1][c:2]1[cH:3][c:4]([F:22])[c:5]([C:9](=[O:10])[N:11]2[CH2:12][CH2:13][CH:14]([N:17]3[CH2:18][CH2:19][CH2:20][CH2:21]3)[CH2:15][CH2:16]2)[c:6]([F:8])[cH:7]1.[F:23][C:24]([O:25][c:26]1[cH:27][c:28]([B:32]([OH:33])[OH:34])[cH:29][cH:30][cH:31]1)([F:35])[F:36]>>[c:2]1(-[c:28]2[cH:27][c:26]([O:25][C:24]([F:23])([F:35])[F:36])[cH:31][cH:30][cH:29]2)[cH:3][c:4]([F:22])[c:5]([C:9](=[O:10])[N:11]2[CH2:12][CH2:13][CH:14]([N:17]3[CH2:18][CH2:19][CH2:20][CH2:21]3)[CH2:15][CH2:16]2)[c:6]([F:8])[cH:7]1. The reactants are CCOC(=O)c1oc2cccc(O)c2c1C, CCCCP(CCCC)CCCC, CCOC(C)=O, CN(C)C(=O)N=NC(=O)N(C)C, OC1CCNCC1, c1ccccc1. Product: CCOC(=O)c1oc2cccc(OC3CCNCC3)c2c1C. RXN SMILES: [CH2:1]([CH3:2])[O:3][C:4](=[O:5])[c:6]1[o:7][c:8]2[c:9]([c:10]1[CH3:11])[c:12]([OH:16])[cH:13][cH:14][cH:15]2.[CH2:24]([P:25]([CH2:26][CH2:27][CH2:28][CH3:29])[CH2:30][CH2:31][CH2:32][CH3:33])[CH2:34][CH2:35][CH3:36].[CH3:55][CH2:56][O:57][C:58](=[O:59])[CH3:60].[N:37]([C:38]([N:39]([CH3:40])[CH3:41])=[O:42])=[N:43][C:44]([N:45]([CH3:46])[CH3:47])=[O:48].[OH:17][CH:18]1[CH2:19][CH2:20][NH:21][CH2:22][CH2:23]1.[cH:49]1[cH:50][cH:51][cH:52][cH:53][cH:54]1>>[CH2:1]([CH3:2])[O:3][C:4](=[O:5])[c:6]1[o:7][c:8]2[c:9]([c:10]1[CH3:11])[c:12]([O:16][CH:18]1[CH2:19][CH2:20][NH:21][CH2:22][CH2:23]1)[cH:13][cH:14][cH:15]2. The reactants are C1CCC2=NCCCN2CC1 (DBU), NC1=NC(=C2NC=NC2=N1)Cl (2-amino-6-chloropurine), C(C)(C)OC(OCCCl)(P(=O)(O)O)OC(C)C (2-(diisopropyloxy-phosphonomethoxy)-ethyl chloride). Run in CN(C)C=O (DMF). Conditions: temperature 80 celsius, time 30 minute. Yields the product NC1=NC(=C2N=CN(C2=N1)CCOC(P(=O)(O)O)(OC(C)C)OC(C)C)Cl (2-amino-6-chloro-9-{2-[bis(isopropyloxy)-phosphonomethoxy]-ethyl}-purine). As a reaction SMILES: C1CCN2C(=NCCC2)CC1.[NH2:12][C:13]1[N:21]=[C:20]2[C:16]([NH:17][CH:18]=[N:19]2)=[C:15]([Cl:22])[N:14]=1.[CH:23]([O:26][C:27]([O:36][CH:37]([CH3:39])[CH3:38])([P:32]([OH:35])([OH:34])=[O:33])[O:28][CH2:29][CH2:30]Cl)([CH3:25])[CH3:24]>CN(C=O)C>[NH2:12][C:13]1[N:21]=[C:20]2[C:16]([N:17]=[CH:18][N:19]2[CH2:30][CH2:29][O:28][C:27]([O:26][CH:23]([CH3:24])[CH3:25])([O:36][CH:37]([CH3:38])[CH3:39])[P:32]([OH:35])([OH:34])=[O:33])=[C:15]([Cl:22])[N:14]=1. Procedure: In 120 ml DMF, 29.3 g of DBU, 32.45 g (0.191 mol) of 2-amino-6-chloropurine were added, stirred at 80° C. for 30 min, then 50 g (0.193 mol) of 2-(diisopropyloxy-phosphonomethoxy)-ethyl chloride was added, the reaction was performed at 100° C. for 8 h, cooled, distilled at a reduced pressure to remove DMF, added with water and ethyl acetate, layered, the water phase was extracted twice with ethyl acetate, the organic phases were combined, dried, separated by silica gel column chromatography, elut... Reactants: C(C)(C)(C)OC(N(CC1=CC=CC=C1)C1=CC(=CC=C1)O)=O (tert-butyl(3-hydroxyphenyl)(phenyl)methylcarbamate), BrCC1=CC=C(C(=O)OC)C=C1 (methyl 4-(bromomethyl)benzoate), C([O-])([O-])=O.[K+].[K+] (potassium carbonate). Run in C(C)#N (acetonitrile). Conditions: time 16 hour. Yields the product C(C)(C)(C)OC(=O)NC(C=1C=C(OCC2=CC=C(C(=O)OC)C=C2)C=CC1)C1=CC=CC=C1 (Methyl 4-((3-(((tert-butoxycarbonyl)amino)(phenyl)methyl)phenoxy)-methyl)benzoate). Yield: 135.7%. RXN SMILES: [C:1]([O:5][C:6](=[O:22])[N:7](C1C=CC=C(O)C=1)[CH2:8][C:9]1[CH:14]=[CH:13][CH:12]=[CH:11][CH:10]=1)([CH3:4])([CH3:3])[CH3:2].Br[CH2:24][C:25]1[CH:34]=[CH:33][C:28]([C:29]([O:31][CH3:32])=[O:30])=[CH:27][CH:26]=1.[C:35](=[O:38])([O-])[O-].[K+].[K+]>C(#N)C>[C:1]([O:5][C:6]([NH:7][CH:8]([C:9]1[CH:10]=[CH:11][CH:12]=[CH:13][CH:14]=1)[C:10]1[CH:11]=[C:35]([CH:13]=[CH:14][CH:9]=1)[O:38][CH2:24][C:25]1[CH:34]=[CH:33][C:28]([C:29]([O:31][CH3:32])=[O:30])=[CH:27][CH:26]=1)=[O:22])([CH3:2])([CH3:3])[CH3:4] |f:2.3.4|. Reported procedure: A mixture of tert-butyl(3-hydroxyphenyl)(phenyl)methylcarbamate (3.20 g, 10.7 mmol), methyl 4-(bromomethyl)benzoate (2.70 g, 11.8 mmol), and potassium carbonate (2.20 g, 16.1 mmol) in acetonitrile (54 mL) was stirred at room temperature for 16 hours. The reaction mixture was concentrated at reduced pressure, and the residue partitioned between ethyl acetate and water. The aqueous phase was extracted with further ethyl acetate, and the combined organic extracts combined, dried with anhydrous magn... The reactants are C1CCOC1, CCOC(=O)c1cn(C)c(=O)cc1Cl, CO, Cl, [Li+], [OH-]. The product is Cn1cc(C(=O)O)c(Cl)cc1=O. As a reaction SMILES: [CH2:15]1[O:16][CH2:17][CH2:18][CH2:19]1.[CH2:1]([CH3:2])[O:3][C:4](=[O:5])[c:6]1[cH:7][n:8]([CH3:14])[c:9](=[O:13])[cH:10][c:11]1[Cl:12].[CH3:23][OH:24].[ClH:22].[Li+:21].[OH-:20]>>[O:3]=[C:4]([OH:5])[c:6]1[cH:7][n:8]([CH3:14])[c:9](=[O:13])[cH:10][c:11]1[Cl:12]. The reactants are NC1=CC=C(C=C1)NC1=NC=C(C(=N1)NC1=CC=C(C=C1)N)F (N2,N4-Bis(4-aminophenyl)-5-fluoro-2,4-pyrimidinediamine), Cl (HCl). Run in O1CCOCC1 (dioxane). Product: Cl.NC1=CC=C(C=C1)NC1=NC=C(C(=N1)NC1=CC=C(C=C1)N)F (N2,N4-bis(4-aminophenyl)-5-fluoro-2,4-pyrimidinediamine Hydrogen Chloride Salt). As a reaction SMILES: [NH2:1][C:2]1[CH:7]=[CH:6][C:5]([NH:8][C:9]2[N:14]=[C:13]([NH:15][C:16]3[CH:21]=[CH:20][C:19]([NH2:22])=[CH:18][CH:17]=3)[C:12]([F:23])=[CH:11][N:10]=2)=[CH:4][CH:3]=1.[ClH:24]>O1CCOCC1>[ClH:24].[NH2:1][C:2]1[CH:7]=[CH:6][C:5]([NH:8][C:9]2[N:14]=[C:13]([NH:15][C:16]3[CH:21]=[CH:20][C:19]([NH2:22])=[CH:18][CH:17]=3)[C:12]([F:23])=[CH:11][N:10]=2)=[CH:4][CH:3]=1 |f:3.4|. Procedure: N2,N4-Bis(4-aminophenyl)-5-fluoro-2,4-pyrimidinediamine was treated with 2 equivalents of HCl in dioxane. The volatiles were removed under reduced pressure to give N2,N4-bis(4-aminophenyl)-5-fluoro-2,4-pyrimidinediamine Hydrogen Chloride Salt. LCMS: ret. time: 11.15 min.; purity: 100%; MS (m/e): 311.09 (MH+). As a reaction SMILES: [C:1]([O:11]C)(=[O:10])[CH:2]=[CH:3][C:4]1[CH:9]=[CH:8][CH:7]=[CH:6][CH:5]=1.[OH-].[Na+]>>[C:1]([OH:11])(=[O:10])[CH:2]=[CH:3][C:4]1[CH:5]=[CH:6][CH:7]=[CH:8][CH:9]=1 |f:1.2|. Reactants: C(C=CC1=CC=CC=C1)(=O)OC (methyl cinnamate), [OH-].[Na+] (caustic soda). The yield is 94.1%. Reaction conditions: temperature 80 celsius, time 30 minute. Product: C(C=CC1=CC=CC=C1)(=O)O (cinnamic acid). Reported procedure: 100 g of crude methyl cinnamate and 926.8 g of 2.8% caustic soda were placed in a 2-liter flask equipped with a thermometer and a stirrer, and the solution was then stirred at 80° C. for 30 minutes to carry out hydrolysis. Furthermore, 1 g of powdery active carbon (trade name PMSX, made by Toyo Calgon Inc.) was added, and the solution was stirred for 30 minutes and then filtered at 80° C. by the use of Nutsche. The resultant filtrate was placed in a 2-liter flask equipped with a thermometer and ... The reactants are CS(=O)(=O)OC1CCOCC1, CC1(C)OB(c2cn[nH]c2)OC1(C)C, CN(C)C=O, CCOC(C)=O, [H-], [Na+]. Yields the product CC1(C)OB(c2cnn(C3CCOCC3)c2)OC1(C)C. As a reaction SMILES: [CH3:15][S:16]([O:17][CH:20]1[CH2:21][CH2:22][O:23][CH2:24][CH2:25]1)(=[O:18])=[O:19].[CH3:1][C:2]1([CH3:14])[O:3][B:4]([c:9]2[cH:10][n:11][nH:12][cH:13]2)[O:5][C:6]1([CH3:7])[CH3:8].[CH3:28][N:29]([CH3:30])[CH:31]=[O:32].[CH3:33][CH2:34][O:35][C:36](=[O:37])[CH3:38].[H-:26].[Na+:27]>>[CH3:1][C:2]1([CH3:14])[O:3][B:4]([c:9]2[cH:10][n:11][n:12]([CH:20]3[CH2:21][CH2:22][O:23][CH2:24][CH2:25]3)[cH:13]2)[O:5][C:6]1([CH3:7])[CH3:8].